This data is from the Open Reaction Database (ORD), a public repository of structured organic reaction records. The task is: describe an organic reaction: reactants, conditions, products, and yield Reaction SMILES: COC1C=CC(C[NH:8][C:9]2[C:14]([NH2:15])=[CH:13][CH:12]=[C:11]([C:16]([F:19])([F:18])[F:17])[N:10]=2)=CC=1.C(O)(C(F)(F)F)=O.C(Cl)Cl>CO>[F:19][C:16]([F:17])([F:18])[C:11]1[N:10]=[C:9]([NH2:8])[C:14]([NH2:15])=[CH:13][CH:12]=1 |f:1.2|. Starting materials: COC1=CC=C(CNC2=NC(=CC=C2N)C(F)(F)F)C=C1 (N2-(4-Methoxy-benzyl)-6-trifluoromethyl-pyridine-2,3-diamine), C(=O)(C(F)(F)F)O.C(Cl)Cl (TFA DCM). Run in CO (MeOH). Procedure: A solution of N2-(4-methoxy-benzyl)-6-trifluoromethyl-pyridine-2,3-diamine from step (a) above (220 mg, 0.7 mmol) in 1:1 TFA/DCM (4 mL) was stirred at room temperature for 90 min. The reaction mixture was concentrated to yield a gummy residue, which was dissolved in MeOH (2 mL) and purified by preparative HPLC (gradient 0.1% trifluoroacetic acid in acetonitrile) to give the title compound as an amorphous solid. MS (ESI, pos. ion) m/z: 178 (M+1). Yields the product FC(C1=CC=C(C(=N1)N)N)(F)F (6-Trifluoromethyl-pyridine-2,3-diamine). Reactants: CC1CO1, O=C(Nc1ccc(Cl)cn1)c1ccc(Cl)cc1NC(=O)c1ccc(N2CCOCC2)cc1OC1CCNCC1. Yields the product CC(O)CN1CCC(Oc2cc(N3CCOCC3)ccc2C(=O)Nc2cc(Cl)ccc2C(=O)Nc2ccc(Cl)cn2)CC1. RXN SMILES: [CH2:40]1[CH:41]([CH3:42])[O:43]1.[Cl:1][c:2]1[cH:3][c:4]([NH:18][C:19]([c:20]2[c:21]([O:32][CH:33]3[CH2:34][CH2:35][NH:36][CH2:37][CH2:38]3)[cH:22][c:23]([N:26]3[CH2:27][CH2:28][O:29][CH2:30][CH2:31]3)[cH:24][cH:25]2)=[O:39])[c:5]([C:6](=[O:7])[NH:8][c:9]2[n:10][cH:11][c:12]([Cl:15])[cH:13][cH:14]2)[cH:16][cH:17]1>>[Cl:1][c:2]1[cH:3][c:4]([NH:18][C:19]([c:20]2[c:21]([O:32][CH:33]3[CH2:34][CH2:35][N:36]([CH2:40][CH:41]([CH3:42])[OH:43])[CH2:37][CH2:38]3)[cH:22][c:23]([N:26]3[CH2:27][CH2:28][O:29][CH2:30][CH2:31]3)[cH:24][cH:25]2)=[O:39])[c:5]([C:6](=[O:7])[NH:8][c:9]2[n:10][cH:11][c:12]([Cl:15])[cH:13][cH:14]2)[cH:16][cH:17]1.